This data is from the Open Reaction Database (ORD), a public repository of structured organic reaction records. The task is: describe an organic reaction: reactants, conditions, products, and yield The product is CS(=O)(=O)Nc1cc(C(O)CNCCc2ccc(NC3CCN(C(=O)c4ccc(C(=O)O)cc4)CC3)cc2)ccc1O. As a reaction SMILES: [CH3:46][OH:47].[Na+:45].[OH-:44].[OH:1][CH:2]([CH2:3][NH:4][CH2:5][CH2:6][c:7]1[cH:8][cH:9][c:10]([NH:11][CH:12]2[CH2:13][CH2:14][N:15]([C:18](=[O:19])[c:20]3[cH:21][cH:22][c:23]([C:24](=[O:25])[O:26][CH3:27])[cH:28][cH:29]3)[CH2:16][CH2:17]2)[cH:30][cH:31]1)[c:32]1[cH:33][c:34]([NH:39][S:40](=[O:41])(=[O:42])[CH3:43])[c:35]([OH:38])[cH:36][cH:37]1>>[OH:1][CH:2]([CH2:3][NH:4][CH2:5][CH2:6][c:7]1[cH:8][cH:9][c:10]([NH:11][CH:12]2[CH2:13][CH2:14][N:15]([C:18](=[O:19])[c:20]3[cH:21][cH:22][c:23]([C:24](=[O:25])[OH:26])[cH:28][cH:29]3)[CH2:16][CH2:17]2)[cH:30][cH:31]1)[c:32]1[cH:33][c:34]([NH:39][S:40](=[O:41])(=[O:42])[CH3:43])[c:35]([OH:38])[cH:36][cH:37]1. Reactants: CO, [Na+], [OH-], COC(=O)c1ccc(C(=O)N2CCC(Nc3ccc(CCNCC(O)c4ccc(O)c(NS(C)(=O)=O)c4)cc3)CC2)cc1. Reaction SMILES: [C:31]([Cl:32])([Cl:33])=[O:34].[CH2:35]1[CH2:36][CH2:37][CH2:38][CH2:39][CH2:40]1.[F:1][C:2]([C:3]([NH2:4])([c:5]1[n:6]([CH3:24])[c:7](-[c:17]2[cH:18][cH:19][c:20]([F:23])[cH:21][cH:22]2)[c:8](-[c:10]2[cH:11][cH:12][c:13]([F:16])[cH:14][cH:15]2)[n:9]1)[C:25]([F:26])([F:27])[F:28])([F:29])[F:30].[cH:41]1[cH:42][cH:43][n:44][cH:45][cH:46]1>>[F:1][C:2]([C:3]1([C:25]([F:26])([F:27])[F:28])[N:4]=[C:24]([CH:35]2[CH2:36][CH2:37][CH2:38][CH2:39][CH2:40]2)[n:6]2[c:5]1[n:9][c:8](-[c:10]1[cH:11][cH:12][c:13]([F:16])[cH:14][cH:15]1)[c:7]2-[c:17]1[cH:18][cH:19][c:20]([F:23])[cH:21][cH:22]1)([F:29])[F:30]. Yields the product Fc1ccc(-c2nc3n(c2-c2ccc(F)cc2)C(C2CCCCC2)=NC3(C(F)(F)F)C(F)(F)F)cc1. Reactants: O=C(Cl)Cl, C1CCCCC1, Cn1c(C(N)(C(F)(F)F)C(F)(F)F)nc(-c2ccc(F)cc2)c1-c1ccc(F)cc1, c1ccncc1. The reactants are CCNCC, CCO, O=C(c1ccc(OCCCBr)cc1)c1c(-c2ccccc2)oc2ccc(Cl)cc12. Product: CCN(CC)CCCOc1ccc(C(=O)c2c(-c3ccccc3)oc3ccc(Cl)cc23)cc1. Reaction SMILES: [CH2:30]([CH3:31])[NH:32][CH2:33][CH3:34].[CH3:35][CH2:36][OH:37].[Cl:1][c:2]1[cH:3][cH:4][c:5]2[c:6]([c:7]([C:16]([c:17]3[cH:18][cH:19][c:20]([O:23][CH2:24][CH2:25][CH2:26][Br:27])[cH:21][cH:22]3)=[O:28])[c:8](-[c:10]3[cH:11][cH:12][cH:13][cH:14][cH:15]3)[o:9]2)[cH:29]1>>[Cl:1][c:2]1[cH:3][cH:4][c:5]2[c:6]([c:7]([C:16]([c:17]3[cH:18][cH:19][c:20]([O:23][CH2:24][CH2:25][CH2:26][N:32]([CH2:30][CH3:31])[CH2:33][CH3:34])[cH:21][cH:22]3)=[O:28])[c:8](-[c:10]3[cH:11][cH:12][cH:13][cH:14][cH:15]3)[o:9]2)[cH:29]1.